This data is from the Open Reaction Database (ORD), a public repository of structured organic reaction records. The task is: describe an organic reaction: reactants, conditions, products, and yield Reactants: [H-].[Na+] (sodium hydride), Cl (hydrochloric acid), ClC1=NNC2=CC(=CC=C12)[N+](=O)[O-] (3-chloro-6-nitroindazole), BrCC(=O)OCC (Ethyl bromoacetate). Run in O (Water), CN(C)C=O (DMF), C(C)(=O)OCC (ethyl acetate). Reaction conditions: temperature 5 celsius, time 15 minute. Yields the product ClC1=NN(C2=CC(=CC=C12)[N+](=O)[O-])CC(=O)OCC (ethyl 3-chloro-6-nitroindazol-1-ylacetate). Isolated yield 56.6%. As a reaction SMILES: [Cl:1][C:2]1[C:10]2[C:5](=[CH:6][C:7]([N+:11]([O-:13])=[O:12])=[CH:8][CH:9]=2)[NH:4][N:3]=1.[H-].[Na+].Br[CH2:17][C:18]([O:20][CH2:21][CH3:22])=[O:19].Cl>CN(C=O)C.C(OCC)(=O)C.O>[Cl:1][C:2]1[C:10]2[C:5](=[CH:6][C:7]([N+:11]([O-:13])=[O:12])=[CH:8][CH:9]=2)[N:4]([CH2:17][C:18]([O:20][CH2:21][CH3:22])=[O:19])[N:3]=1 |f:1.2|. Procedure: 3-chloro-6-nitroindazole (20 g) was dissolved in dry DMF (180cm3) and the solution cooled to 5° C. 50% sodium hydride (4.86 g) was added portionwise with stirring and cooling between 5° and 10° C. and then for an additional 15 minutes. Ethyl bromoacetate (16.91 g) was added slowly at 5° C., the reaction mixture warming to 30° C. The reaction mixture was then stirred at 20° C. for four hours. Water (lL) was added and the mixture acidified with diluted hydrochloric acid, shaken with ethyl acetate ... Reactants: Br, Br, CC(C)C(=O)C(C)C, ClC(Cl)Cl, [Na+], [Na+], O=C([O-])[O-]. Yields the product CC(C)C(=O)C(C)(C)Br. As a reaction SMILES: [Br:9].[BrH:10].[CH3:1][CH:2]([CH3:3])[C:4]([CH:5]([CH3:6])[CH3:7])=[O:8].[CH:17]([Cl:18])([Cl:19])[Cl:20].[Na+:11].[Na+:12].[O-:13][C:14](=[O:15])[O-:16]>>[CH3:1][C:2]([CH3:3])([C:4]([CH:5]([CH3:6])[CH3:7])=[O:8])[Br:10]. The reactants are [Br-].[Li+] (lithium bromide), C(C)(=O)OCCCCC[C@H]1[C@H]2[C@@H]3CCC([C@@]3(C)C[C@@H]([C@@H]2[C@H]2CCC(C=C2C1)=O)F)=O (7α-(5-acetoxy-pentyl)-11β-fluorooestr-4-ene-3,17-dione), C(O)([O-])=O.[Na+] (sodium hydrogen-carbonate), ice water. Reagents/catalysts: [Cu](Br)Br (copper(II) bromide). The solvent is C(C)#N (acetonitrile). Run at time 15 minute. The product is C(C)(=O)OCCCCC[C@H]1[C@H]2[C@@H]3CCC([C@@]3(C)CC([C@@H]2C=2C=CC(=CC2C1)O)F)=O (7α-(5-Acetoxypentyl)-11-fluoro-3-hydroxyoestra-1,3,5(10)-trien-17-one). Reaction SMILES: [Br-].[Li+].[C:3]([O:6][CH2:7][CH2:8][CH2:9][CH2:10][CH2:11][C@@H:12]1[CH2:29][C:28]2[C@H:23]([CH2:24][CH2:25][C:26](=[O:30])[CH:27]=2)[C@@H:22]2[C@@H:13]1[C@H:14]1[C@@:18]([CH2:20][C@@H:21]2[F:31])([CH3:19])[C:17](=[O:32])[CH2:16][CH2:15]1)(=[O:5])[CH3:4].C(=O)([O-])O.[Na+]>C(#N)C.[Cu](Br)Br>[C:3]([O:6][CH2:7][CH2:8][CH2:9][CH2:10][CH2:11][C@@H:12]1[CH2:29][C:28]2[CH:27]=[C:26]([OH:30])[CH:25]=[CH:24][C:23]=2[C@@H:22]2[C@@H:13]1[C@H:14]1[C@@:18]([CH2:20][CH:21]2[F:31])([CH3:19])[C:17](=[O:32])[CH2:16][CH2:15]1)(=[O:5])[CH3:4] |f:0.1,3.4|. Procedure: 18.6 g of copper(II) bromide and 3.6 g of lithium bromide are added at 80° C. to 16.5 g of 7α-(5-acetoxy-pentyl)-11β-fluorooestr-4-ene-3,17-dione in 190 ml of acetonitrile. After 15 min, the reaction mixture is stirred into ice-water containing sodium hydrogen-carbonate. The precipitated product is filtered off with suction, dissolved in ethyl acetate, and the solution is washed with water, dried and concentrated in vacuo. After chromatographing the crude product on silica gel using a hexane-eth... The reagents and catalysts are [Cl-].[Zn+2].[Cl-] (zinc chloride). The yield is 45.9%. RXN SMILES: O[C:2]1([OH:11])[CH:7]=[C:6]([OH:8])[CH:5]=[C:4]([OH:9])[CH:3]1[OH:10].[C:12](#N)[C:13]1[CH:18]=[CH:17][CH:16]=[CH:15][CH:14]=1.CC[O:22]CC>[Cl-].[Zn+2].[Cl-]>[C:13]1([C:12]([C:5]2[C:6]([OH:8])=[CH:7][C:2]([OH:11])=[C:3]([OH:10])[C:4]=2[OH:9])=[O:22])[CH:18]=[CH:17][CH:16]=[CH:15][CH:14]=1 |f:3.4.5|. Reported procedure: Under a stream of argon, 1.30 g (9.15 mmol) of 1,2,3,5-tetrahydroxyphenol (3) was suspended in 13 ml of ether and 0.935 ml (9.15 mmol, 1.00 equivalent) of benzonitrile was added to the suspension with stirring. The resultant mixture was cooled with ice water and 0.624 g (4.57 mmol, 0.50 equivalent) of zinc chloride was added and they were stirred at room temperature for 6 hours by bubbling hydrogen chloride gas throughout. The aeration of the mixture with the gas was stopped and the mixture was ... The reactants are resultant mixture, ice water, OC1(C(C(=CC(=C1)O)O)O)O (1,2,3,5-tetrahydroxyphenol), CCOCC (ether), C(C1=CC=CC=C1)#N (benzonitrile), CCOCC (ether). Conditions: time 13 hour. Yields the product C1(=CC=CC=C1)C(=O)C1=C(C(=C(C=C1O)O)O)O ((2,3,4,6-tetrahydroxyphenyl) phenyl ketone). Reactants: Intermediate 213, FC(C(=O)O)(F)F.C(CCC)OC=1NC(=C2N=C(N=C2N1)OC)N (2-(butyloxy)-8-(methyloxy)-1H-purin-6-amine trifluoroacetate), BrCCCCC1OCCC1 (2-(4-bromobutyl)tetrahydrofuran). Yields the product C(CCC)OC1=NC(=C2N=C(N(C2=N1)CCCCC1OCCC1)OC)N (2-(Butyloxy)-8-(methyloxy)-9-[4-(tetrahydro-2-furanyl)butyl]-9H-Purin-6-amine). As a reaction SMILES: FC(F)(F)C(O)=O.[CH2:8]([O:12][C:13]1[NH:14][C:15]([NH2:24])=[C:16]2[C:20]([N:21]=1)=[N:19][C:18]([O:22][CH3:23])=[N:17]2)[CH2:9][CH2:10][CH3:11].Br[CH2:26][CH2:27][CH2:28][CH2:29][CH:30]1[CH2:34][CH2:33][CH2:32][O:31]1>>[CH2:8]([O:12][C:13]1[N:21]=[C:20]2[C:16]([N:17]=[C:18]([O:22][CH3:23])[N:19]2[CH2:26][CH2:27][CH2:28][CH2:29][CH:30]2[CH2:34][CH2:33][CH2:32][O:31]2)=[C:15]([NH2:24])[N:14]=1)[CH2:9][CH2:10][CH3:11] |f:0.1|. Reported procedure: Prepared similarly to Intermediate 213 from 2-(butyloxy)-8-(methyloxy)-1H-purin-6-amine trifluoroacetate and 2-(4-bromobutyl)tetrahydrofuran. The reactants are S(N)(=O)(=O)Cl (sulfamoyl chloride), ClC1=CC=C(OCCO)C=C1 (2-(4-chlorophenoxy)ethanol). Product: ClC1=CC=C(OCCOS(N)(=O)=O)C=C1 (Sulfamic acid 2-(4-chlorophenoxy)ethyl ester). Isolated yield 48.0%. RXN SMILES: [S:1](Cl)(=[O:4])(=[O:3])[NH2:2].[Cl:6][C:7]1[CH:16]=[CH:15][C:10]([O:11][CH2:12][CH2:13][OH:14])=[CH:9][CH:8]=1>>[Cl:6][C:7]1[CH:16]=[CH:15][C:10]([O:11][CH2:12][CH2:13][O:14][S:1](=[O:4])(=[O:3])[NH2:2])=[CH:9][CH:8]=1. Reported procedure: The title compound was prepared by procedures of Example 4 from sulfamoyl chloride and 2-(4-chlorophenoxy)ethanol in 48% yield. A white solid, mp 117°-119° C., was obtained.